Task: describe an organic reaction: reactants, conditions, products, and yield. Dataset: the Open Reaction Database (ORD), a public repository of structured organic reaction records The reactants are NC(=O)CCCCCc1ccc(Cl)cc1, Cl, C1CCOC1. The product is NCCCCCCc1ccc(Cl)cc1. Reaction SMILES: [Cl:1][c:2]1[cH:3][cH:4][c:5]([CH2:8][CH2:9][CH2:10][CH2:11][CH2:12][C:13](=[O:14])[NH2:15])[cH:6][cH:7]1.[ClH:16].[O:17]1[CH2:18][CH2:19][CH2:20][CH2:21]1>>[Cl:1][c:2]1[cH:3][cH:4][c:5]([CH2:8][CH2:9][CH2:10][CH2:11][CH2:12][CH2:13][NH2:15])[cH:6][cH:7]1. The reactants are O (water), ClC1=NC=CC2=C1C=NN2 (4-chloro-1H-pyrazolo[4,3-c]pyridine), FC1=CC=C(CBr)C=C1 (4-Fluorobenzylbromide), [H-].[Na+] (NaH). The solvent is CCOC(=O)C (EtOAc), CN(C)C=O (DMF). Product: ClC1=NC=CC2=C1C=NN2CC2=CC=C(C=C2)F (4-chloro-1-(4-fluorobenzyl)-1H-pyrazolo[4,3-c]pyridine). As a reaction SMILES: [Cl:1][C:2]1[C:7]2[CH:8]=[N:9][NH:10][C:6]=2[CH:5]=[CH:4][N:3]=1.[F:11][C:12]1[CH:19]=[CH:18][C:15]([CH2:16]Br)=[CH:14][CH:13]=1.[H-].[Na+].O>CN(C=O)C.CCOC(C)=O>[Cl:1][C:2]1[C:7]2[CH:8]=[N:9][N:10]([CH2:16][C:15]3[CH:18]=[CH:19][C:12]([F:11])=[CH:13][CH:14]=3)[C:6]=2[CH:5]=[CH:4][N:3]=1 |f:2.3|. Reported procedure: To 4-chloro-1H-pyrazolo[4,3-c]pyridine (60 mg, 0.40 mmol) in 2 ml DMF was added 4-Fluorobenzylbromide (0.060 ml, 0.48 mmol) then add NaH (20 mg, 0.4 mmol) and stir at room temperature overnight. Work up by adding water and EtOAc and extract three times with EtOAc. Pool all organics and wash one time with brine then dry over sodium sulfate, filter and concentrate to dryness. The residue was purified by chromatography over silica gel (eluted with Hexanes/EtOAc 99:1 to 50:50) to provide 38 mg of ma...